From a dataset of the Open Reaction Database (ORD), a public repository of structured organic reaction records. describe an organic reaction: reactants, conditions, products, and yield Reactants: FC1=C(CN2N=C(C3=CC=CC=C23)C2=NC=C(C(=N2)[O-])C(=O)OC)C=CC=C1.[Na+] (sodium 2-[1-(2-fluorobenzyl)-1H-indazol-3-yl]-5-(methoxycarbonyl)pyrimidin-4-olate), CO (methanol), N (ammonia). Reaction conditions: temperature 60 celsius, time 24 hour. The product is C(N)(=O)C=1C(=NC(=NC1)C1=NN(C2=CC=CC=C12)CC1=C(C=CC=C1)F)[O-].[Na+] (sodium 5-carbamoyl-2-[1-(2-fluorobenzyl)-1H-indazol-3-yl]pyrimidin-4-olate). As a reaction SMILES: [F:1][C:2]1[CH:28]=[CH:27][CH:26]=[CH:25][C:3]=1[CH2:4][N:5]1[C:13]2[C:8](=[CH:9][CH:10]=[CH:11][CH:12]=2)[C:7]([C:14]2[N:19]=[C:18]([O-:20])[C:17]([C:21](OC)=[O:22])=[CH:16][N:15]=2)=[N:6]1.[Na+:29].CO.[NH3:32]>>[C:21]([C:17]1[C:18]([O-:20])=[N:19][C:14]([C:7]2[C:8]3[C:13](=[CH:12][CH:11]=[CH:10][CH:9]=3)[N:5]([CH2:4][C:3]3[CH:25]=[CH:26][CH:27]=[CH:28][C:2]=3[F:1])[N:6]=2)=[N:15][CH:16]=1)(=[O:22])[NH2:32].[Na+:29] |f:0.1,4.5|. Procedure details: 100 mg of sodium 2-[1-(2-fluorobenzyl)-1H-indazol-3-yl]-5-(methoxycarbonyl)pyrimidin-4-olate (1-12-1, 0.25 mmol, 1 eq.) were dissolved in 26.8 ml of 7N ammonia in methanol (187 mmol, 750 eq.) and stirred under a nitrogen atmosphere at 60° C. bath temperature for 24 hours, then at 65° C. bath temperature for six hours and further 24 hours at 70° C. bath temperature. The reaction mixture was concentrated in vacuo to yield 96 mg (0.22 mmol, 89.8%) of the analytically pure target compound. Reactants: COC(/C(=C\C1CCCCCCC1)/I)=O ((E)-3-cyclooctyl-2-iodo-acrylic acid methyl ester), C1(=CC=CC=C1)P(C1=CC=CC=C1)C1=CC=CC=C1 (triphenylphosphine), C[Si](C)(C)Cl (trimethylsilyl chloride), [Cl-].[NH4+] (ammonium chloride), BrCCBr (1,2-dibromoethane), CS(=O)(=O)C1=CC=C(C=C1)Br (4-bromophenyl methyl sulfone). Reagents/catalysts: C=1C=CC(=CC1)/C=C/C(=O)/C=C/C2=CC=CC=C2.C=1C=CC(=CC1)/C=C/C(=O)/C=C/C2=CC=CC=C2.[Pd] (bis(dibenzylideneacetone)palladium(0)), [Zn] (zinc), [Zn] (zinc), [Zn] (zinc), [Zn] (zinc), [Zn] (zinc), [Zn] (zinc). Solvent: O1CCCC1 (tetrahydrofuran), O1CCCC1 (tetrahydrofuran), O1CCCC1 (tetrahydrofuran), O1CCCC1 (tetrahydrofuran), O1CCCC1 (tetrahydrofuran). Run at temperature 25 celsius, time 15 minute. Yields the product hexanes ethyl acetate, COC(\C(=C\C1CCCCCCC1)\C1=CC=C(C=C1)S(=O)(=O)C)=O ((E)-3-cyclooctyl-2-(4-(methanesulfonyl)-phenyl)-acrylic acid methyl ester). Yield: 90.4%. Reaction SMILES: BrCCBr.C[Si](Cl)(C)C.[CH3:10][O:11][C:12](=[O:24])/[C:13](/I)=[CH:14]\[CH:15]1[CH2:22][CH2:21][CH2:20][CH2:19][CH2:18][CH2:17][CH2:16]1.C1(P(C2C=CC=CC=2)C2C=CC=CC=2)C=CC=CC=1.[CH3:44][S:45]([C:48]1[CH:53]=[CH:52][C:51](Br)=[CH:50][CH:49]=1)(=[O:47])=[O:46].[Cl-].[NH4+]>O1CCCC1.[Zn].C1C=CC(/C=C/C(/C=C/C2C=CC=CC=2)=O)=CC=1.C1C=CC(/C=C/C(/C=C/C2C=CC=CC=2)=O)=CC=1.[Pd]>[CH3:10][O:11][C:12](=[O:24])/[C:13](/[C:51]1[CH:52]=[CH:53][C:48]([S:45]([CH3:44])(=[O:47])=[O:46])=[CH:49][CH:50]=1)=[CH:14]/[CH:15]1[CH2:22][CH2:21][CH2:20][CH2:19][CH2:18][CH2:17][CH2:16]1 |f:5.6,9.10.11|. Procedure: A mixture of zinc dust (1.3 g, 20 mmol, Aldrich, −325 mesh) and dry tetrahydrofuran (3 mL) under argon was treated with 1,2-dibromoethane (0.38 g, 2 mmol). The zinc suspension was then heated with a heat gun to ebullition, allowed to cool, and heated again. This process was repeated three times to make sure the zinc dust was activated. The activated zinc dust suspension was then treated with trimethylsilyl chloride (220 mg, 2 mmol), and the suspension was stirred for 15 min at 25° C. The reactio... The reactants are [Br-], C1CCOC1, C[Mg+], CCOCC, [Cl-], O=Cc1c(Cl)cccc1C(F)(F)F, [NH4+]. Yields the product CC(O)c1c(Cl)cccc1C(F)(F)F. RXN SMILES: [Br-:14].[CH2:24]1[O:25][CH2:26][CH2:27][CH2:28]1.[CH3:15][Mg+:16].[CH3:17][CH2:18][O:19][CH2:20][CH3:21].[Cl-:22].[Cl:1][c:2]1[c:3]([CH:4]=[O:5])[c:6]([C:10]([F:11])([F:12])[F:13])[cH:7][cH:8][cH:9]1.[NH4+:23]>>[Cl:1][c:2]1[c:3]([CH:4]([OH:5])[CH3:17])[c:6]([C:10]([F:11])([F:12])[F:13])[cH:7][cH:8][cH:9]1. Starting materials: OBO, Nc1ccc(Cc2ccccc2)cc1Br, Clc1ccccc1. Yields the product Nc1ccc(Cc2ccccc2)cc1-c1ccc(Cl)cc1. Reaction SMILES: [BH:16]([OH:17])[OH:18].[CH2:1]([c:2]1[cH:3][cH:4][cH:5][cH:6][cH:7]1)[c:8]1[cH:9][c:10]([Br:15])[c:11]([NH2:12])[cH:13][cH:14]1.[Cl:19][c:20]1[cH:21][cH:22][cH:23][cH:24][cH:25]1>>[CH2:1]([c:2]1[cH:3][cH:4][cH:5][cH:6][cH:7]1)[c:8]1[cH:9][c:10](-[c:23]2[cH:22][cH:21][c:20]([Cl:19])[cH:25][cH:24]2)[c:11]([NH2:12])[cH:13][cH:14]1. The reactants are COc1ccc2c(c1)c(CC(=O)O)c(C)n2Cc1ccc(OCc2ccccc2)cc1, CCOC(=O)Cc1c(C)[nH]c2ccc(OC)cc12, ClCc1ccc(OCc2ccccc2)cc1. Yields the product CCOC(=O)Cc1c(C)n(Cc2ccc(OCc3ccccc3)cc2)c2ccc(OC)cc12. RXN SMILES: [CH2:1]([c:2]1[cH:3][cH:4][cH:5][cH:6][cH:7]1)[O:8][c:9]1[cH:10][cH:11][c:12]([CH2:15][n:16]2[c:17]([CH3:31])[c:18]([CH2:27][C:28](=[O:29])[OH:30])[c:19]3[cH:20][c:21]([O:25][CH3:26])[cH:22][cH:23][c:24]23)[cH:13][cH:14]1.[CH2:32]([CH3:33])[O:34][C:35](=[O:36])[CH2:37][c:38]1[c:39]2[c:40]([cH:41][cH:42][c:43]([O:44][CH3:45])[cH:46]2)[nH:47][c:48]1[CH3:49].[CH2:50]([O:51][c:52]1[cH:53][cH:54][c:55]([CH2:56][Cl:57])[cH:58][cH:59]1)[c:60]1[cH:61][cH:62][cH:63][cH:64][cH:65]1>>[CH2:1]([c:2]1[cH:3][cH:4][cH:5][cH:6][cH:7]1)[O:8][c:9]1[cH:10][cH:11][c:12]([CH2:15][n:16]2[c:17]([CH3:31])[c:18]([CH2:27][C:28]([O:29][CH2:32][CH3:33])=[O:30])[c:19]3[cH:20][c:21]([O:25][CH3:26])[cH:22][cH:23][c:24]23)[cH:13][cH:14]1. Starting materials: [BH4-], O=C(C(c1ccccc1)c1ccccc1)N1CCC(N(Cc2ccnc3ccccc23)C(=O)C(F)(F)F)CC1Cc1ccccc1, [Na+]. Yields the product O=C(C(c1ccccc1)c1ccccc1)N1CCC(NCc2ccnc3ccccc23)CC1Cc1ccccc1. RXN SMILES: [BH4-:47].[CH2:1]([c:2]1[cH:3][cH:4][cH:5][cH:6][cH:7]1)[CH:8]1[N:9]([C:32]([CH:33]([c:34]2[cH:35][cH:36][cH:37][cH:38][cH:39]2)[c:40]2[cH:41][cH:42][cH:43][cH:44][cH:45]2)=[O:46])[CH2:10][CH2:11][CH:12]([N:14]([C:15](=[O:16])[C:17]([F:18])([F:19])[F:20])[CH2:21][c:22]2[cH:23][cH:24][n:25][c:26]3[cH:27][cH:28][cH:29][cH:30][c:31]23)[CH2:13]1.[Na+:48]>>[CH2:1]([c:2]1[cH:3][cH:4][cH:5][cH:6][cH:7]1)[CH:8]1[N:9]([C:32]([CH:33]([c:34]2[cH:35][cH:36][cH:37][cH:38][cH:39]2)[c:40]2[cH:41][cH:42][cH:43][cH:44][cH:45]2)=[O:46])[CH2:10][CH2:11][CH:12]([NH:14][CH2:21][c:22]2[cH:23][cH:24][n:25][c:26]3[cH:27][cH:28][cH:29][cH:30][c:31]23)[CH2:13]1. Starting materials: [Cl-].[NH4+] (ammonium chloride), C(C)(C)(C)N1N=C2C(NC=3C=CC=CC3C2=C1)=O (2-tert-butyl-2,5-dihydro-4H-pyrazolo[3,4-c]quinolin-4-one), C=O (paraformaldehyde), C(CCC)[Li] (n-Butyllithium), C=O (paraformaldehyde). Run in CN(CCN(C)C)C (N,N,N′,N′ tetramethylethylenediamine), O1CCCC1 (tetrahydrofuran). Conditions: time 2 hour. Product: C(C)(C)(C)N1N=C2C(NC=3C=CC=CC3C2=C1CO)=O (2-tert-butyl-1-(hydroxymethyl)-2,5-dihydro-4H-pyrazolo[3,4-c]quinolin-4-one). Yield: 44.5%. RXN SMILES: [C:1]([N:5]1[CH:17]=[C:16]2[C:7]([C:8](=[O:18])[NH:9][C:10]3[CH:11]=[CH:12][CH:13]=[CH:14][C:15]=32)=[N:6]1)([CH3:4])([CH3:3])[CH3:2].C([Li])CCC.[CH2:24]=[O:25].[Cl-].[NH4+]>O1CCCC1.CN(C)CCN(C)C>[C:1]([N:5]1[C:17]([CH2:24][OH:25])=[C:16]2[C:7]([C:8](=[O:18])[NH:9][C:10]3[CH:11]=[CH:12][CH:13]=[CH:14][C:15]=32)=[N:6]1)([CH3:4])([CH3:2])[CH3:3] |f:3.4|. Procedure: A stirring solution of 2-tert-butyl-2,5-dihydro-4H-pyrazolo[3,4-c]quinolin-4-one (10.0 g, 41.4 mmol) in tetrahydrofuran (400 mL) and N,N,N′,N′ tetramethylethylenediamine (28 mL) was placed under an atmosphere of nitrogen and cooled to 0° C. n-Butyllithium (2.5M solution in hexanes, 49.7 mL, 124 mmol) was added dropwise over 30 minutes via an addition funnel. The resulting suspension was stirred at 0° C. for 15 minutes at which point paraformaldehyde (10.0 g, 333 mmol) was added in portions over ...